This data is from the Open Reaction Database (ORD), a public repository of structured organic reaction records. The task is: describe an organic reaction: reactants, conditions, products, and yield As a reaction SMILES: [CH2:33]1[O:34][CH2:35][CH2:36][CH2:37]1.[CH3:22][C:23]1([CH3:32])[CH2:24][C:25](=[O:31])[CH2:26][C:27]([CH3:29])([CH3:30])[CH2:28]1.[OH:1][CH2:2][CH2:3][O:4][CH2:5][CH2:6][O:7][c:8]1[cH:9][cH:10][c:11]([C:14](=[O:15])[c:16]2[cH:17][cH:18][cH:19][cH:20][cH:21]2)[cH:12][cH:13]1>>[OH:1][CH2:2][CH2:3][O:4][CH2:5][CH2:6][O:7][c:8]1[cH:9][cH:10][c:11]([C:14]([c:16]2[cH:17][cH:18][cH:19][cH:20][cH:21]2)=[C:25]2[CH2:24][C:23]([CH3:22])([CH3:32])[CH2:28][C:27]([CH3:29])([CH3:30])[CH2:26]2)[cH:12][cH:13]1. Reactants: C1CCOC1, CC1(C)CC(=O)CC(C)(C)C1, O=C(c1ccccc1)c1ccc(OCCOCCO)cc1. Product: CC1(C)CC(=C(c2ccccc2)c2ccc(OCCOCCO)cc2)CC(C)(C)C1. The reactants are C(#N)C1=C(C=CC=C1F)S(=O)(=O)Cl (2-cyano-3-fluoro-benzenesulfonyl chloride), S1CNCC1 (thiazolidine). Solvent: O1CCCC1 (tetrahydrofuran). Reaction conditions: time 16 hour. Product: FC1=C(C#N)C(=CC=C1)S(=O)(=O)N1CSCC1 (2-fluoro-6-(thiazolidine-3-sulfonyl)-benzonitrile). Reaction SMILES: [C:1]([C:3]1[C:8]([F:9])=[CH:7][CH:6]=[CH:5][C:4]=1[S:10](Cl)(=[O:12])=[O:11])#[N:2].[S:14]1[CH2:18][CH2:17][NH:16][CH2:15]1>O1CCCC1>[F:9][C:8]1[CH:7]=[CH:6][CH:5]=[C:4]([S:10]([N:16]2[CH2:17][CH2:18][S:14][CH2:15]2)(=[O:12])=[O:11])[C:3]=1[C:1]#[N:2]. Reported procedure: 440 mg of 2-cyano-3-fluoro-benzenesulfonyl chloride in 10 ml of tetrahydrofuran are treated with 0.36 ml of thiazolidine and the mixture is stirred for 16 hours at room temperature. The reaction mixture is concentrated in vacuo. Purification by Flash chromatography (eluent: cyclohexane/ethyl acetate 1:1) followed by acidic washing with a 1M HCl solution affords 318 mg of 2-fluoro-6-(thiazolidine-3-sulfonyl)-benzonitrile. The product is Cc1nc(-c2cccc(N)c2)c2c(N)c(C(=S)NC(C)(C)C)sc2n1. RXN SMILES: [B-:1]([F:2])([F:3])([F:4])[F:5].[CH3:53][C:54]([CH3:55])([CH3:56])[NH2:57].[CH:44]([N:45]([CH2:46][CH3:47])[CH:48]([CH3:49])[CH3:50])([CH3:51])[CH3:52].[Cl:58][CH2:59][Cl:60].[NH2:23][c:24]1[c:25]([C:41](=[S:42])[OH:43])[s:26][c:27]2[n:28][c:29]([CH3:40])[n:30][c:31](-[c:33]3[cH:34][c:35]([NH2:39])[cH:36][cH:37][cH:38]3)[c:32]12.[O:61]=[CH:62][N:63]([CH3:64])[CH3:65].[n:6]1([O:7][C:8]([N:9]([CH3:10])[CH3:11])=[N+:12]([CH3:13])[CH3:14])[c:15]2[cH:16][cH:17][cH:18][cH:19][c:20]2[n:21][n:22]1>>[NH2:23][c:24]1[c:25]([C:41](=[S:42])[NH:57][C:54]([CH3:53])([CH3:55])[CH3:56])[s:26][c:27]2[n:28][c:29]([CH3:40])[n:30][c:31](-[c:33]3[cH:34][c:35]([NH2:39])[cH:36][cH:37][cH:38]3)[c:32]12. Reactants: F[B-](F)(F)F, CC(C)(C)N, CCN(C(C)C)C(C)C, ClCCl, Cc1nc(-c2cccc(N)c2)c2c(N)c(C(O)=S)sc2n1, CN(C)C=O, CN(C)C(On1nnc2ccccc21)=[N+](C)C. Starting materials: COC=1C=C(C=CC1N2N=C(N=[N+]2C=3C=CC(=CC3)[N+](=O)[O-])C=4C=CC=CC4)C=5C=CC(=C(C5)OC)N6N=C(N=[N+]6C=7C=CC(=CC7)[N+](=O)[O-])C=8C=CC=CC8 (nitroblue tetrazolium), P(=O)(OC1=CNC2=CC=C(C(=C12)Cl)Br)([O-])[O-] (5-bromo-4-chloro-3 indolyl phosphate), P(=O)(OC1=CC=C(C=C1)[N+](=O)[O-])([O-])[O-] (p-nitrophenyl phosphate). The product is C1=CC(=CC=C1[N+](=O)[O-])O (p-nitrophenol). Reaction SMILES: COC1C=C(C2C=CC(N3[N+](C4C=CC([N+]([O-])=O)=CC=4)=NC(C4C=CC=CC=4)=N3)=C(OC)C=2)C=CC=1N1[N+](C2C=CC([N+]([O-])=O)=CC=2)=NC(C2C=CC=CC=2)=N1.P([O-])([O-])(OC1C2C(=CC=C(Br)C=2Cl)NC=1)=O.P([O-])([O-])([O:75][C:76]1[CH:81]=[CH:80][C:79]([N+:82]([O-:84])=[O:83])=[CH:78][CH:77]=1)=O>>[CH:78]1[C:79]([N+:82]([O-:84])=[O:83])=[CH:80][CH:81]=[C:76]([OH:75])[CH:77]=1. Reported procedure: To develop color in the two detection systems, coverslips with bound conjugates were rinsed briefly in alkaline buffer (Tris-HCl 100 mM; 100 mM NaLl, 50 mM MgCl2, pH 9.5) and the phosphatase reaction was developed in this buffer containing 40 mM of nitroblue tetrazolium and 40 mM 5-bromo-4-chloro-3 indolyl phosphate (alternatively, it may be possible to utilize the chromogenic phosphatase substrate p-nitrophenyl phosphate which can be enzymatically cleaved by alkaline phosphatase to yield solubl... Reactants: O=C(OCc1ccccc1)c1cc2c(Br)cccc2n1Cc1cccc(F)c1, O=C(Cl)C(=O)Cl, N. The product is NC(=O)c1cc2c(Br)cccc2n1Cc1cccc(F)c1. RXN SMILES: [CH2:1]([c:3]1[cH:4][cH:5][cH:6][cH:7][cH:10]1)[O:8][C:9](=[O:2])[c:11]1[n:12]([CH2:21][c:22]2[cH:23][c:24]([F:28])[cH:25][cH:26][cH:27]2)[c:13]2[cH:14][cH:15][cH:16][c:17]([Br:20])[c:18]2[cH:19]1.[Cl:29][C:30]([C:31]([Cl:32])=[O:33])=[O:34].[NH3:35]>>[O:8]=[C:9]([c:11]1[n:12]([CH2:21][c:22]2[cH:23][c:24]([F:28])[cH:25][cH:26][cH:27]2)[c:13]2[cH:14][cH:15][cH:16][c:17]([Br:20])[c:18]2[cH:19]1)[NH2:35]. Reaction SMILES: [CH3:15][OH:16].[CH3:1][O:2][c:3]1[cH:4][c:5]([C:6]([CH:7]=[O:8])=[O:9])[cH:10][cH:11][c:12]1[O:13][CH3:14].[CH:41]([OH:42])([CH3:43])[CH3:44].[NH2:17][c:18]1[n:19][c:20]2[n:21][c:22](-[c:31]3[cH:32][c:33]([O:39][CH3:40])[c:34]([O:37][CH3:38])[cH:35][cH:36]3)[cH:23][n:24][c:25]2[c:26]([O:28][CH2:29][CH3:30])[n:27]1>>[NH2:17][c:18]1[n:19][c:20]2[n:21][c:22](-[c:31]3[cH:32][c:33]([O:39][CH3:40])[c:34]([O:37][CH3:38])[cH:35][cH:36]3)[cH:23][n:24][c:25]2[c:26]([O:28][CH3:29])[n:27]1. The reactants are CO, COc1ccc(C(=O)C=O)cc1OC, CC(C)O, CCOc1nc(N)nc2nc(-c3ccc(OC)c(OC)c3)cnc12. The product is COc1ccc(-c2cnc3c(OC)nc(N)nc3n2)cc1OC. The reactants are CC(C)O, O=S(Cl)Cl, O=C(O)Cc1nc(-c2ccccc2)oc1-c1ccsc1. Product: CC(C)OC(=O)Cc1nc(-c2ccccc2)oc1-c1ccsc1. RXN SMILES: [CH:25]([CH3:26])([CH3:27])[OH:28].[S:21]([Cl:22])([Cl:23])=[O:24].[c:1]1(-[c:7]2[o:8][c:9](-[c:16]3[cH:17][s:18][cH:19][cH:20]3)[c:10]([CH2:12][C:13](=[O:14])[OH:15])[n:11]2)[cH:2][cH:3][cH:4][cH:5][cH:6]1>>[c:1]1(-[c:7]2[o:8][c:9](-[c:16]3[cH:17][s:18][cH:19][cH:20]3)[c:10]([CH2:12][C:13](=[O:14])[O:15][CH:25]([CH3:26])[CH3:27])[n:11]2)[cH:2][cH:3][cH:4][cH:5][cH:6]1.